The task is: describe an organic reaction: reactants, conditions, products, and yield. This data is from the Open Reaction Database (ORD), a public repository of structured organic reaction records. The reactants are ClC1=C(N=CC(=N1)N1[C@@H]([C@@H](CCC1)NC(N(C)C)=O)C)C#N (3-((2R,3R)-1-(6-chloro-5-cyanopyrazin-2-yl)-2-methylpiperidin-3-yl)-1,1-dimethylurea), NC1=CC=C(C=C1)C1(CCN(CC1)C(=O)OC(C)(C)C)C (tert-butyl 4-(4-aminophenyl)-4-methylpiperidine-1-carboxylate), C([O-])([O-])=O.[Cs+].[Cs+] (cesium carbonate), C=1C=CC(=CC1)P(C=2C=CC=CC2)C3=CC=C4C=CC=CC4=C3C5=C6C=CC=CC6=CC=C5P(C=7C=CC=CC7)C=8C=CC=CC8 (BINAP). Reagents/catalysts: CC(=O)[O-].CC(=O)[O-].[Pd+2] (Pd(OAc)2). The solvent is O1CCOCC1 (dioxane). Reaction conditions: temperature 115 celsius, time 2 hour. Yields the product C(#N)C=1C(=NC(=CN1)N1C[C@@H](CCC1)NC(=O)N(C)C)NC1=CC=C(C=C1)C1(CCN(CC1)C(=O)OC(C)(C)C)C ((R)-tert-butyl 4-(4-(3-cyano-6-(3-(3,3-dimethylureido)piperidin-1-yl)pyrazin-2-ylamino)phenyl)-4-methylpiperidine-1-carboxylate). RXN SMILES: Cl[C:2]1[N:7]=[C:6]([N:8]2[CH2:13][CH2:12][CH2:11][C@@H:10]([NH:14][C:15](=[O:19])[N:16]([CH3:18])[CH3:17])[C@H:9]2C)[CH:5]=[N:4][C:3]=1[C:21]#[N:22].[NH2:23][C:24]1[CH:29]=[CH:28][C:27]([C:30]2([CH3:43])[CH2:35][CH2:34][N:33]([C:36]([O:38][C:39]([CH3:42])([CH3:41])[CH3:40])=[O:37])[CH2:32][CH2:31]2)=[CH:26][CH:25]=1.C(=O)([O-])[O-].[Cs+].[Cs+].C1C=CC(P(C2C(C3C(P(C4C=CC=CC=4)C4C=CC=CC=4)=CC=C4C=3C=CC=C4)=C3C(C=CC=C3)=CC=2)C2C=CC=CC=2)=CC=1>O1CCOCC1.CC([O-])=O.CC([O-])=O.[Pd+2]>[C:21]([C:3]1[C:2]([NH:23][C:24]2[CH:29]=[CH:28][C:27]([C:30]3([CH3:43])[CH2:31][CH2:32][N:33]([C:36]([O:38][C:39]([CH3:42])([CH3:41])[CH3:40])=[O:37])[CH2:34][CH2:35]3)=[CH:26][CH:25]=2)=[N:7][C:6]([N:8]2[CH2:13][CH2:12][CH2:11][C@@H:10]([NH:14][C:15]([N:16]([CH3:17])[CH3:18])=[O:19])[CH2:9]2)=[CH:5][N:4]=1)#[N:22] |f:2.3.4,7.8.9|. Procedure details: The mixture of 3-((2R,3R)-1-(6-chloro-5-cyanopyrazin-2-yl)-2-methylpiperidin-3-yl)-1,1-dimethylurea (222) (250 mg, 0.81 mmol), tert-butyl 4-(4-aminophenyl)-4-methylpiperidine-1-carboxylate (287) (400 mg, 1.22 mmol), fine-powder cesium carbonate (800 mg, 2.43 mmol), Pd(OAc)2 (55 mg, 0.24 mmol), BINAP (150 mg, 0.24 mmol) in 30 mL dioxane was degassed with nitrogen stream for 3 mM It was then stirred in 115° C. bath in nitrogen atmosphere for 2 hours. The mixture was cooled to RT, diluted with 100 ...